Dataset: the Open Reaction Database (ORD), a public repository of structured organic reaction records. Task: describe an organic reaction: reactants, conditions, products, and yield Reactants: CCOC(=O)CN1CCC(CCC(=O)OCc2ccccc2)CC1, C1CCOC1. The product is CCOC(=O)CN1CCC(CCC(=O)O)CC1. As a reaction SMILES: [CH2:1]([c:2]1[cH:3][cH:4][cH:5][cH:6][cH:7]1)[O:8][C:9](=[O:10])[CH2:11][CH2:12][CH:13]1[CH2:14][CH2:15][N:16]([CH2:19][C:20](=[O:21])[O:22][CH2:23][CH3:24])[CH2:17][CH2:18]1.[O:25]1[CH2:26][CH2:27][CH2:28][CH2:29]1>>[O:8]=[C:9]([OH:10])[CH2:11][CH2:12][CH:13]1[CH2:14][CH2:15][N:16]([CH2:19][C:20](=[O:21])[O:22][CH2:23][CH3:24])[CH2:17][CH2:18]1. The product is OCC(C)(C)C1=C(C=C(C(=O)O)C=C1)OC (4-(1-hydroxy-2-methylpropan-2-yl)-3-methoxybenzoic acid). Conditions: time 3 hour. Reported procedure: To the crude benzyl 4-(1-hydroxy-2-methylpropan-2-yl)-3-methoxybenzoate (from step 3) was added THF (2 mL) followed by aqueous NaOH (1.7 mL of 3.0 M, 5.0 mmol). The reaction mixture was stirred for 3 h. The reaction mixture was acidified to pH 3 and was extracted with EtOAc 3 times. The organic layers were dried over sodium sulfate and the solvent was evaporated to give 4-(1-hydroxy-2-methylpropan-2-yl)-3-methoxybenzoic acid. ESI-MS m/z calc. 224.1, found 224.2 (M+1)+; Retention time: 2.46 minut... As a reaction SMILES: [OH:1][CH2:2][C:3]([C:6]1[CH:21]=[CH:20][C:9]([C:10]([O:12]CC2C=CC=CC=2)=[O:11])=[CH:8][C:7]=1[O:22][CH3:23])([CH3:5])[CH3:4].[OH-].[Na+]>C1COCC1>[OH:1][CH2:2][C:3]([C:6]1[CH:21]=[CH:20][C:9]([C:10]([OH:12])=[O:11])=[CH:8][C:7]=1[O:22][CH3:23])([CH3:4])[CH3:5] |f:1.2|. The reactants are OCC(C)(C)C1=C(C=C(C(=O)OCC2=CC=CC=C2)C=C1)OC (benzyl 4-(1-hydroxy-2-methylpropan-2-yl)-3-methoxybenzoate), [OH-].[Na+] (NaOH). Solvent: C1CCOC1 (THF). Starting materials: CCOC(C)=O, COC(=O)c1cc2c(ncn2CC2CCCCO2)c(F)c1Nc1ccc(Br)cc1Cl, Cl, [Li+], C1CCOC1, C1CCOC1, [OH-], O, O. Yields the product O=C(O)c1cc2c(ncn2CC2CCCCO2)c(F)c1Nc1ccc(Br)cc1Cl. As a reaction SMILES: [C:46]([O:47][CH2:48][CH3:49])(=[O:50])[CH3:51].[CH3:1][O:2][C:3](=[O:4])[c:5]1[cH:6][c:7]2[c:8]([n:9][cH:10][n:11]2[CH2:12][CH:13]2[O:14][CH2:15][CH2:16][CH2:17][CH2:18]2)[c:19]([F:30])[c:20]1[NH:21][c:22]1[c:23]([Cl:29])[cH:24][c:25]([Br:28])[cH:26][cH:27]1.[ClH:40].[Li+:38].[O:32]1[CH2:33][CH2:34][CH2:35][CH2:36]1.[O:41]1[CH2:42][CH2:43][CH2:44][CH2:45]1.[OH-:37].[OH2:31].[OH2:39]>>[O:2]=[C:3]([OH:4])[c:5]1[cH:6][c:7]2[c:8]([n:9][cH:10][n:11]2[CH2:12][CH:13]2[O:14][CH2:15][CH2:16][CH2:17][CH2:18]2)[c:19]([F:30])[c:20]1[NH:21][c:22]1[c:23]([Cl:29])[cH:24][c:25]([Br:28])[cH:26][cH:27]1. The reactants are CC=1SC2=C(N1)C=C(C=C2)C(=O)OC (methyl 2-methylbenzo[d]thiazole-5-carboxylate), [H-].[H-].[H-].[H-].[Li+].[Al+3] (LiAlH4), O (Water), [OH-].[Na+] (NaOH), O (water). Solvent: C1CCOC1 (THF), C1CCOC1 (THF). Conditions: temperature -10 celsius, time 20 minute. Product: CC=1SC2=C(N1)C=C(C=C2)CO ((2-methylbenzo[d]thiazol-5-yl)methanol). Reaction SMILES: [H-].[H-].[H-].[H-].[Li+].[Al+3].[CH3:7][C:8]1[S:9][C:10]2[CH:16]=[CH:15][C:14]([C:17](OC)=[O:18])=[CH:13][C:11]=2[N:12]=1.O.[OH-].[Na+]>C1COCC1>[CH3:7][C:8]1[S:9][C:10]2[CH:16]=[CH:15][C:14]([CH2:17][OH:18])=[CH:13][C:11]=2[N:12]=1 |f:0.1.2.3.4.5,8.9|. Procedure: A cooled (−10° C.) suspension of LiAlH4 (207 mg; 5.47 mmol) in anh. THF (40 ml) was treated with a solution of methyl 2-methylbenzo[d]thiazole-5-carboxylate (1.032 g; 4.97 mmol) in anh. THF (20 ml). The mixture was further stirred at −10° C. for 20 min. Water (0.20 ml), 15% aq. NaOH (0.20 ml), and water (0.60 ml) were then successively added, and the resulting mixture was further stirred at rt for 1 h. Filtration, concentration to dryness under reduced pressure, and additional drying under HV af... The reactants are FC(C(=O)O)(F)F.C(C1=CC=CC=C1)OC=1C=C(C2=C(NC(CO2)=O)C1)C(CNC(CCN1N=C(N=C1C)C=1C=C(C(=O)O)C=CC1)(C)C)O (3-(1-{3-[2-(6-benzyloxy-3-oxo-3,4-dihydro-2H-benzo[1,4]oxazin-8-yl)-2-hydroxy-ethylamino]-3-methyl-butyl}-5-methyl-1H-[1,2,4]triazol-3-yl)-benzoic acid trifluoroacetate), [H][H] (hydrogen). Reagents/catalysts: [Pd] (palladium on charcoal). Solvent: CO (methanol). Yields the product OC(CNC(CCN1N=C(N=C1C)C1=C(C(=O)O)C=CC=C1)(C)C)C1=CC(=CC=2NC(COC21)=O)O (1-{3-[2-hydroxy-2-(6-hydroxy-3-oxo-3,4-dihydro-2H-benzo[1,4]oxazin-8-yl)-ethylamino]-3-methyl-butyl}-5-methyl-1H-[1,2,4]triazol-3-yl-benzoic acid). As a reaction SMILES: F[C:2](F)(F)[C:3]([OH:5])=[O:4].C([O:15][C:16]1[CH:17]=[C:18]([CH:27]([OH:50])[CH2:28][NH:29][C:30]([CH3:49])([CH3:48])[CH2:31][CH2:32][N:33]2[C:37]([CH3:38])=[N:36][C:35]([C:39]3C=[C:41]([CH:45]=[CH:46][CH:47]=3)C(O)=O)=[N:34]2)[C:19]2[O:24][CH2:23][C:22](=[O:25])[NH:21][C:20]=2[CH:26]=1)C1C=CC=CC=1.[H][H]>CO.[Pd]>[OH:50][CH:27]([C:18]1[C:19]2[O:24][CH2:23][C:22](=[O:25])[NH:21][C:20]=2[CH:26]=[C:16]([OH:15])[CH:17]=1)[CH2:28][NH:29][C:30]([CH3:49])([CH3:48])[CH2:31][CH2:32][N:33]1[C:37]([CH3:38])=[N:36][C:35]([C:39]2[CH:47]=[CH:46][CH:45]=[CH:41][C:2]=2[C:3]([OH:5])=[O:4])=[N:34]1 |f:0.1|. Procedure: 250 mg (0.36 mmol) 3-(1-{3-[2-(6-benzyloxy-3-oxo-3,4-dihydro-2H-benzo[1,4]oxazin-8-yl)-2-hydroxy-ethylamino]-3-methyl-butyl}-5-methyl-1H-[1,2,4]triazol-3-yl)-benzoic acid trifluoroacetate are dissolved in 5 mL methanol and hydrogenated at ambient temperature and 2.5 bar hydrogen pressure in the presence of palladium on charcoal (10%). The catalyst is suction filtered, the filtrate is evaporated down and the residue is purified by chromatography (reverse phase, acetonitrile/water gradient with 0.... Starting materials: CC(=O)n1nc(-c2ccc(F)cc2)c2cc(C(=O)Cl)ccc21, CC(C)(C)OC(=O)NN, c1ccncc1. The product is CC(=O)n1nc(-c2ccc(F)cc2)c2cc(C(=O)O)ccc21. RXN SMILES: [C:10]([CH3:11])(=[O:12])[n:13]1[n:14][c:15](-[c:25]2[cH:26][cH:27][c:28]([F:31])[cH:29][cH:30]2)[c:16]2[cH:17][c:18]([C:22](=[O:23])[Cl:24])[cH:19][cH:20][c:21]12.[C:1]([O:2][C:3]([CH3:5])([CH3:6])[CH3:7])(=[O:4])[NH:8][NH2:9].[cH:32]1[cH:33][cH:34][n:35][cH:36][cH:37]1>>[OH:4][C:22]([c:18]1[cH:17][c:16]2[c:15](-[c:25]3[cH:26][cH:27][c:28]([F:31])[cH:29][cH:30]3)[n:14][n:13]([C:10]([CH3:11])=[O:12])[c:21]2[cH:20][cH:19]1)=[O:23]. Reactants: C(C)(C)(C)C1=CC=C(C=C1)S(=O)(=O)NC1=NC(=NC(=C1OC1=C(C=CC=C1)OC)OCCCN)C1CC1 (p-tert.-butyl-N-[6-(3-aminopropoxy)-5-(o-methoxyphenoxy)-2-cyclopropyl-4-pyrimidinyl]benzene-sulfonamide), C(C)S(=O)(=O)Cl (ethanesulfonylchloride). The product is C1(=CC=CC=C1)S(=O)(=O)N (benzene-sulfonamide). RXN SMILES: C([C:5]1[CH:10]=[CH:9][C:8]([S:11]([NH:14]C2C(OC3C=CC=CC=3OC)=C(OCCCN)N=C(C3CC3)N=2)(=[O:13])=[O:12])=[CH:7][CH:6]=1)(C)(C)C.C(S(Cl)(=O)=O)C>>[C:8]1([S:11]([NH2:14])(=[O:13])=[O:12])[CH:9]=[CH:10][CH:5]=[CH:6][CH:7]=1. Reported procedure: According to the procedure described in Example 4a) 200 mg p-tert.-butyl-N-[6-(3-aminopropoxy)-5-(o-methoxyphenoxy)-2-cyclopropyl-4-pyrimidinyl]benzene-sulfonamide was reacted with ethanesulfonylchloride to give 220 mg p-tert.-butyl-N-[6-(3-ethansulfonylamino)-propoxy)-5-(o-methoxyphenoxy)-2-cyclopropyl-4-pyrimidinyl]benzene-sulfonamide. LC-MS: tR=5.74 min, [M+1]+=619.22, [M−1]−=617.24. Reactants: FC=1C=C(C=C(C1)C=1C=C2C(=CC(NC2=CC1)(C)C)C)[N+](=O)[O-] (6-(5-Fluoro-3-nitrophenyl)-1,2-dihydro-2,2,4-trimethylquinoline), FC=1C=C(C=C(C1)C=1C=C2C(=CC(NC2=CC1)(C)C)C)[N+](=O)[O-] (6-(5-Fluoro-3-nitrophenyl)-1,2-dihydro-2,2,4-trimethylquinoline), IC=1C=C(N)C=C(C1)[N+](=O)[O-] (3-iodo-5-nitroaniline). Run in C(Cl)Cl (methylene chloride). Conditions: temperature 0 celsius, time 2 hour. The product is FC=1C=C(C=C(C1)I)[N+](=O)[O-] (5-fluoro-3-nitroiodobenzene). Yield: 50.0%. As a reaction SMILES: [F:1][C:2]1[CH:3]=[C:4]([N+:21]([O-:23])=[O:22])[CH:5]=[C:6](C2C=C3C(=CC=2)NC(C)(C)C=C3C)[CH:7]=1.[I:24]C1C=C(C=C([N+]([O-])=O)C=1)N>C(Cl)Cl>[F:1][C:2]1[CH:3]=[C:4]([N+:21]([O-:23])=[O:22])[CH:5]=[C:6]([I:24])[CH:7]=1. Procedure: 6-(5-Fluoro-3-nitrophenyl)-1,2-dihydro-2,2,4-trimethylquinoline (Compound 280, structure 4 of Scheme II, where R1 =5-fluoro-3-nitrophenyl) 1-Fluoro-3-nitroidobenzene To a 25 mL round-bottom flask equivuipped with a magnetic stir bar 3-iodo-5-nitroaniline (543.3 mg 2.06 mmol) and methylene chloride (10 mL) were added under nitrogen. Nitrogen was bubbled through the colorless solution for 15 min. The solution was cooled to 0° C. in an ice bath. At that point approximately 500 mg nitrosonium tetraf... The reactants are OP(=O)(O)[O-].[K+] (KH2PO4), CCC(CC)COC(C1=CC=CC=C1)(C2=CC=CC=C2)C(=O)N(C)CC[NH+](C)C.[Cl-] (X-100), solution, C1(=CC=CC=C1)O (phenol), OP(=O)([O-])[O-].[K+].[K+] (K2HPO4), C[C@H](CCC(=O)[O-])[C@H]1CC[C@@H]2[C@@]1([C@H](C[C@H]3[C@]2([C@@H](C[C@H]4[C@@]3(CC[C@H](C4)O)C)O)C)O)C.[Na+] (sodium cholate), CC1=C(C(=O)N(N1C)C=2C=CC=CC2)N (4-aminoantipyrine). Run in O (water), C(C)O (ethanol). Product: CC(C)CCC[C@@H](C)[C@H]1CC[C@H]2[C@@H]3CC=C4C[C@@H](O)CC[C@]4(C)[C@H]3CC[C@]12C (CHOLESTEROL). Reaction SMILES: OP([O-])(O)=O.[K+].OP([O-])([O-])=O.[K+].[K+].C[C@@H]([C@@H:21]1[C@@:25]2([CH3:43])[C@@H:26](O)[CH2:27][C@@H:28]3[C@@:33]4([CH3:39])[CH2:34][CH2:35][C@@H:36]([OH:38])[CH2:37][C@H:32]4[CH2:31][C@@H:30](O)[C@@:29]3(C)[C@@H:24]2[CH2:23][CH2:22]1)CCC([O-])=O.[Na+].CCC(CO[C:52]([C:65](N(CC[NH+](C)C)C)=O)([C:59]1C=CC=CC=1)[C:53]1C=[CH:57][CH:56]=[CH:55][CH:54]=1)CC.[Cl-].CC1N(C)N(C2C=CC=CC=2)C(=O)C=1N.C1(O)C=CC=CC=1>C(O)C.O>[CH3:59][CH:52]([CH2:53][CH2:54][CH2:55][C@H:56]([C@@H:24]1[C@:25]2([CH3:43])[C@H:21]([C@H:29]3[C@H:28]([CH2:27][CH2:26]2)[C@:33]2([CH3:39])[C:34]([CH2:35][C@H:36]([CH2:37][CH2:32]2)[OH:38])=[CH:31][CH2:30]3)[CH2:22][CH2:23]1)[CH3:57])[CH3:65] |f:0.1,2.3.4,5.6,7.8|. Procedure: In a 250 ml flask, a reaction mixture (designated "mixture A") was prepared by adding to 90 ml of distilled water the following: 1.497 g (KH2PO4 ; 1.568 g K2HPO4 ; 0.431 g. sodium cholate; 1.05 ml of a 25% solution of an alkylphenoxypolyethoxy ethanol, commercially available from Rohm and Haas Co., Philadelphia, Pa., under the trade designation Triton X-100; 0.0169 g 4-aminoantipyrine (used as a chromogen); and 0.145 ml phenol (10 M). Sufficient distilled water was added to make a final volume o...